Dataset: the Open Reaction Database (ORD), a public repository of structured organic reaction records. Task: describe an organic reaction: reactants, conditions, products, and yield Reactants: BrC=1C(=C(C(=NC1C)N)[N+](=O)[O-])C (5-bromo-4,6-dimethyl-3-nitro-2-pyridinylamine), N(=O)[O-].[Na+] (sodium nitrite). Solvent: FC(C(=O)O)(F)F.O (trifluoroacetic acid water). Reaction conditions: time 8 hour. The product is BrC=1C(=C(C(=NC1C)O)[N+](=O)[O-])C (5-Bromo-4,6-dimethyl-3-nitro-2-pyridinol). RXN SMILES: [Br:1][C:2]1[C:3]([CH3:13])=[C:4]([N+:10]([O-:12])=[O:11])[C:5](N)=[N:6][C:7]=1[CH3:8].N([O-])=[O:15].[Na+]>FC(F)(F)C(O)=O.O>[Br:1][C:2]1[C:3]([CH3:13])=[C:4]([N+:10]([O-:12])=[O:11])[C:5]([OH:15])=[N:6][C:7]=1[CH3:8] |f:1.2,3.4|. Procedure: To a solution of 5-bromo-4,6-dimethyl-3-nitro-2-pyridinylamine (Heitsch, H.; et al. Bioorg. Med. Chem. 1997, 5, 673., 2.0 g, 8.1 mmol) in trifluoroacetic acid/water (v/v, 2:1, 30 mL) was added sodium nitrite (1.1 g, 16 mmol) in small portions at room temperature, and then the reaction mixture was stirred overnight. The resulting precipitates were collected by filtration, washed with water, and dried under reduced pressure to give 2.2 g (quant.) of the title compound: 1H-NMR (CDCl3) δ 2.53 (3H, s... Starting materials: Cl (HCl), [OH-].[Na+] (NaOH), CO (methanol), C(C)OC(=O)C1=C(SC=C1C1=CC(=C(C=C1)Cl)Cl)N1C(C2=CC=CC=C2C1=O)=O (4-(3,4-dichlorophenyl)-2-(1,3-dioxo-1,3-dihydroisoindol-2-yl)-thiophene-3-carboxylic acid ethyl ester). Solvent: O (H2O), O (water). The product is ClC=1C=C(C=CC1Cl)C=1C(=C(SC1)N1C(C2=CC=CC=C2C1=O)=O)C(=O)O (4-(3,4-Dichlorophenyl)-2-(1,3-dioxo-1,3-dihydroisoindol-2-yl)-thiophene-3-carboxylic acid). Isolated yield 92.0%. Reaction SMILES: [OH-].[Na+].CO.C([O:7][C:8]([C:10]1[C:14]([C:15]2[CH:20]=[CH:19][C:18]([Cl:21])=[C:17]([Cl:22])[CH:16]=2)=[CH:13][S:12][C:11]=1[N:23]1[C:31](=[O:32])[C:30]2[C:25](=[CH:26][CH:27]=[CH:28][CH:29]=2)[C:24]1=[O:33])=[O:9])C.Cl>O>[Cl:22][C:17]1[CH:16]=[C:15]([C:14]2[C:10]([C:8]([OH:9])=[O:7])=[C:11]([N:23]3[C:24](=[O:33])[C:25]4[C:30](=[CH:29][CH:28]=[CH:27][CH:26]=4)[C:31]3=[O:32])[S:12][CH:13]=2)[CH:20]=[CH:19][C:18]=1[Cl:21] |f:0.1|. Procedure: To a solution of NaOH (1.4 mmol) in a 1:1 mixture of methanol:H2O (6 mL) was added 4-(3,4-dichlorophenyl)-2-(1,3-dioxo-1,3-dihydroisoindol-2-yl)-thiophene-3-carboxylic acid ethyl ester (0.7 mmol, Example 6 & 7, Part C). The mixture was heated to reflux for 90 min, then diluted with water (12 mL), chilled in an ice bath, and acidified with concentrated HCl. The product that precipitated was collected by filtration, washed with water, and dried, affording the desired compound as a white solid in 9... The reactants are COC(=O)CN1N=NN=C1\C=C\1/CN(CCC1O)C(C1=CC=CC=C1)(C1=CC=CC=C1)C1=CC=CC=C1 ((E)-3-{[1-(methoxycarbonylmethyl)-1H-tetrazol-5-yl]methylidene}-1-(triphenylmethyl)piperidin-4-ol), C(C)(=S)O (thioacetic acid), C(C(C)(C)C)OC(N(C)C)OCC(C)(C)C (N,N-dimethylformamide dineopentyl acetal), FC(C(=O)O)(F)F (trifluoroacetic acid). Solvent: ClCCl (dichloromethane). The product is FC(C(=O)O)(F)F.C(C)(=O)SC1/C(/CNCC1)=C/C1=NN=NN1CC(=O)OC ((E)-4-(Acetylsulfanyl)-3-{[1-(methoxycarbonylmethyl)-1H-tetrazol-5-yl]methylidene}piperidine hydrogen trifluoroacetate). Yield: 27.0%. As a reaction SMILES: [CH3:1][O:2][C:3]([CH2:5][N:6]1[C:10](/[CH:11]=[C:12]2\[CH2:13][N:14](C(C3C=CC=CC=3)(C3C=CC=CC=3)C3C=CC=CC=3)[CH2:15][CH2:16][CH:17]\2O)=[N:9][N:8]=[N:7]1)=[O:4].[C:38]([OH:41])(=[S:40])[CH3:39].C(OC(OCC(C)(C)C)N(C)C)C(C)(C)C.[F:58][C:59]([F:64])([F:63])[C:60]([OH:62])=[O:61]>ClCCl>[F:58][C:59]([F:64])([F:63])[C:60]([OH:62])=[O:61].[C:38]([S:40][CH:17]1[CH2:16][CH2:15][NH:14][CH2:13]/[C:12]/1=[CH:11]\[C:10]1[N:6]([CH2:5][C:3]([O:2][CH3:1])=[O:4])[N:7]=[N:8][N:9]=1)(=[O:41])[CH3:39] |f:5.6|. Procedure: Following a procedure similar to that described in Example 150-(e), (E)-3-{[1-(methoxycarbonylmethyl)-1H-tetrazol-5-yl]methylidene}-1-(triphenylmethyl)piperidin-4-ol (1.5 g) was subjected to the reaction with thioacetic acid and N,N-dimethylformamide dineopentyl acetal. The product was purified by silica gel chromatography to afford (E)-4-(acetylsulfanyl)-3-{([1-(methoxycarbonylmethyl)-1H-tetrazol-5-yl]methylidene}-1-(triphenylmethyl)piperidine (980 mg). This product was similarly treated with t... The reactants are COC(=O)c1ccc(Cc2cccc3ccc(C=C(C)C(=O)OC(C)(C)C)cc23)c(OC)c1, ClCCl, O=C(O)C(F)(F)F. Product: COC(=O)c1ccc(Cc2cccc3ccc(C=C(C)C(=O)O)cc23)c(OC)c1. Reaction SMILES: [C:8]([CH3:9])([CH3:10])([CH3:11])[O:12][C:13](=[O:14])[C:15](=[CH:16][c:17]1[cH:18][cH:19][c:20]2[cH:21][cH:22][cH:23][c:24]([CH2:27][c:28]3[c:29]([O:38][CH3:39])[cH:30][c:31]([C:32](=[O:33])[O:34][CH3:35])[cH:36][cH:37]3)[c:25]2[cH:26]1)[CH3:40].[CH2:41]([Cl:42])[Cl:43].[OH:1][C:2]([C:3]([F:4])([F:5])[F:6])=[O:7]>>[O:12]=[C:13]([OH:14])[C:15](=[CH:16][c:17]1[cH:18][cH:19][c:20]2[cH:21][cH:22][cH:23][c:24]([CH2:27][c:28]3[c:29]([O:38][CH3:39])[cH:30][c:31]([C:32](=[O:33])[O:34][CH3:35])[cH:36][cH:37]3)[c:25]2[cH:26]1)[CH3:40]. Reactants: CC(C(=O)OCC)C(=O)C (ethyl 2-methylacetoacetate), [O-]CC.[Na+] (sodium ethoxide), BrCCCCCC(=O)OCC (ethyl 6-bromohexanoate). Run in C(C)O (ethanol), C(C)O (ethanol). Product: C(=O)(OCC)CCCCCC(C(=O)OCC)(C(=O)C)C (ethyl 2-(5-carbethoxypentyl)-2-methylacetoacetate). As a reaction SMILES: [CH3:1][CH:2]([C:8]([CH3:10])=[O:9])[C:3]([O:5][CH2:6][CH3:7])=[O:4].[O-][CH2:12]C.[Na+].BrC[CH2:17][CH2:18][CH2:19][CH2:20][C:21]([O:23][CH2:24][CH3:25])=[O:22]>C(O)C>[C:21]([CH2:20][CH2:19][CH2:18][CH2:17][CH2:1][C:2]([CH3:12])([C:8]([CH3:10])=[O:9])[C:3]([O:5][CH2:6][CH3:7])=[O:4])([O:23][CH2:24][CH3:25])=[O:22] |f:1.2|. Procedure details: A mixture of 25 g of ethyl 2-methylacetoacetate, 64 mL of a 21% sodium ethoxide solution in ethanol and 34 mL of ethyl 6-bromohexanoate is refluxed in 200 mL of ethanol overnight. The mixture is filtered and solvent is evaporated. The residue is partitioned between 1 M HCl and chloroform. The organic layer is dried over magnesium sulfate and purified on silica gel using 1:10 ethyl acetate/hexanes as eluant to yield 22 g of ethyl 2-(5-carbethoxypentyl)-2-methylacetoacetate.